From a dataset of the Open Reaction Database (ORD), a public repository of structured organic reaction records. describe an organic reaction: reactants, conditions, products, and yield Starting materials: Cc1ccc(C(=O)C[n+]2ccccc2)c(NC(=O)c2ccccc2C)c1, Cc1cc(NC(=O)c2ccccc2C)ccc1C(=O)C[n+]1ccccc1, CO, [Cl-], [Cl-], Cl, [Na+], [OH-], O. Yields the product Cc1cc(NC(=O)c2ccccc2C)ccc1C(=O)O. As a reaction SMILES: [CH3:29][c:30]1[cH:31][cH:32][c:33]([C:34]([CH2:35][n+:36]2[cH:37][cH:38][cH:39][cH:40][cH:41]2)=[O:44])[c:42]([NH:43][C:45](=[O:46])[c:47]2[cH:48][cH:49][cH:50][cH:51][c:52]2[CH3:53])[cH:54]1.[CH3:2][c:3]1[c:4]([C:19]([CH2:20][n+:21]2[cH:22][cH:23][cH:24][cH:25][cH:26]2)=[O:27])[cH:5][cH:6][c:7]([NH:9][C:10]([c:11]2[c:12]([CH3:17])[cH:13][cH:14][cH:15][cH:16]2)=[O:18])[cH:8]1.[CH3:58][OH:59].[Cl-:1].[Cl-:28].[ClH:57].[Na+:56].[OH-:55].[OH2:60]>>[CH3:2][c:3]1[c:4]([C:19]([OH:27])=[O:44])[cH:5][cH:6][c:7]([NH:9][C:10]([c:11]2[c:12]([CH3:17])[cH:13][cH:14][cH:15][cH:16]2)=[O:18])[cH:8]1. Starting materials: N#Cc1cc(C=CC(=O)O)ccc1F, C1CCN(CC2CCCN2)CC1. The product is N#Cc1cc(C=CC(=O)N2CCCC2CN2CCCCC2)ccc1F. Reaction SMILES: [C:1](#[N:2])[c:3]1[cH:4][c:5]([CH:10]=[CH:11][C:12](=[O:13])[OH:14])[cH:6][cH:7][c:8]1[F:9].[NH:15]1[CH:16]([CH2:20][N:21]2[CH2:22][CH2:23][CH2:24][CH2:25][CH2:26]2)[CH2:17][CH2:18][CH2:19]1>>[C:1](#[N:2])[c:3]1[cH:4][c:5]([CH:10]=[CH:11][C:12](=[O:14])[N:15]2[CH:16]([CH2:20][N:21]3[CH2:22][CH2:23][CH2:24][CH2:25][CH2:26]3)[CH2:17][CH2:18][CH2:19]2)[cH:6][cH:7][c:8]1[F:9]. Starting materials: C(C)(C)(C)OC(CN1N(CCCC(C1=O)N1C(C2=CC=CC=C2C1=O)=O)S(=O)(=O)C)=O ([6-(1,3-Dioxo-1,3-dihydro-isoindol-2-yl)-2-methanesulfonyl-7-oxo-[1,2]diazepan-1-yl]-acetic acid tert-butyl ester), C(C)(C)(C)OC(CN1N(C(CCC(C1=O)N)=O)CC1=CC=CC=C1)=O ((6-Amino-2-benzyl-3,7-dioxo-[1,2]diazepan-1-yl)-acetic acid tert-butyl ester). Yields the product C(C)(C)(C)OC(CN1N(CCCC(C1=O)N)S(=O)(=O)C)=O ((6-Amino-2-methanesulfonyl-7-oxo-[1,2]diazepan-1-yl)-acetic acid tert-butyl ester), C(C)(C)(C)OC(CN1N(CCCC(C1=O)N1C(C2=CC=CC=C2C1=O)=O)S(=O)(=O)C)=O ([6-(1,3-Dioxo-1,3-dihydro-isoindol-2-yl)-2-methanesulfonyl-7-oxo-[1,2]diazepan-1-yl]-acetic acid tert-butyl ester). Yield: 89.0%. RXN SMILES: [C:1]([O:5][C:6](=[O:31])[CH2:7][N:8]1[C:14](=[O:15])[CH:13]([N:16]2[C:24](=[O:25])[C:23]3[C:18](=[CH:19][CH:20]=[CH:21][CH:22]=3)[C:17]2=[O:26])[CH2:12][CH2:11][CH2:10][N:9]1[S:27]([CH3:30])(=[O:29])=[O:28])([CH3:4])([CH3:3])[CH3:2].C(OC(=O)CN1C(=O)C(N)CCC(=O)N1CC1C=CC=CC=1)(C)(C)C>>[C:1]([O:5][C:6](=[O:31])[CH2:7][N:8]1[C:14](=[O:15])[CH:13]([NH2:16])[CH2:12][CH2:11][CH2:10][N:9]1[S:27]([CH3:30])(=[O:29])=[O:28])([CH3:4])([CH3:3])[CH3:2].[C:1]([O:5][C:6](=[O:31])[CH2:7][N:8]1[C:14](=[O:15])[CH:13]([N:16]2[C:24](=[O:25])[C:23]3[C:18](=[CH:19][CH:20]=[CH:21][CH:22]=3)[C:17]2=[O:26])[CH2:12][CH2:11][CH2:10][N:9]1[S:27]([CH3:30])(=[O:29])=[O:28])([CH3:4])([CH3:3])[CH3:2]. Procedure: (6-Amino-2-methanesulfonyl-7-oxo-[1,2]diazepan-1-yl)-acetic acid tert-butyl ester (23) was prepared from [6-(1,3-dioxo-1,3-dihydro-isoindol-2-yl)-2-methanesulfonyl-7-oxo-[1,2]diazepan-1-yl]-acetic acid tert-butyl ester (22) by the method used to prepare 6a to afford 95 mg (89% yield) of the title compound. 1H-NMR (500 MHz, CDCl3) δ 1.48 (s, 9H), 1.66-1.71 (m, 1H), 1.83-1.87 (m, 1H), 1.94-198 (m, 1H), 2.09-2.13 (m, 1H), 3.07 (s, 3H), 3.45-3.51 (m, 1H), 3.87-3.91 (d, 1H), 4.00-4.11 (m, 2H), 4.59-4... Reactants: Cl.Cl.NC1=CC(=C(C(=O)NCC2CCNCC2)C=C1Cl)OC (4-Amino-5-chloro-2-methoxy-N-(piperidin-4-ylmethyl)benzamide dihydrochloride), O1CCOC2=C1C=CC(=C2)COCCCCBr (4-((1,4-benzodioxan-6-yl)-methoxy)butyl bromide). The product is NC1=CC(=C(C(=O)NCC2CCN(CC2)CCCCOCC2=CC3=C(OCCO3)C=C2)C=C1Cl)OC (4-amino-5-chloro-N-((1-(4-((1,4-benzodioxan-6-yl)-methoxy)butyl)piperidin-4-yl)methyl)-2-methoxybenzamide). Reaction SMILES: Cl.Cl.[NH2:3][C:4]1[C:19]([Cl:20])=[CH:18][C:7]([C:8]([NH:10][CH2:11][CH:12]2[CH2:17][CH2:16][NH:15][CH2:14][CH2:13]2)=[O:9])=[C:6]([O:21][CH3:22])[CH:5]=1.[O:23]1[C:28]2[CH:29]=[CH:30][C:31]([CH2:33][O:34][CH2:35][CH2:36][CH2:37][CH2:38]Br)=[CH:32][C:27]=2[O:26][CH2:25][CH2:24]1>>[NH2:3][C:4]1[C:19]([Cl:20])=[CH:18][C:7]([C:8]([NH:10][CH2:11][CH:12]2[CH2:13][CH2:14][N:15]([CH2:38][CH2:37][CH2:36][CH2:35][O:34][CH2:33][C:31]3[CH:30]=[CH:29][C:28]4[O:23][CH2:24][CH2:25][O:26][C:27]=4[CH:32]=3)[CH2:16][CH2:17]2)=[O:9])=[C:6]([O:21][CH3:22])[CH:5]=1 |f:0.1.2|. Procedure details: 4-Amino-5-chloro-2-methoxy-N-(piperidin-4-ylmethyl)benzamide dihydrochloride as starting compound and 4-((1,4-benzodioxan-6-yl)-methoxy)butyl bromide are reacted and treated in the same manner as in Example 168 to give 4-amino-5-chloro-N-((1-(4-((1,4-benzodioxan-6-yl)-methoxy)butyl)piperidin-4-yl)methyl)-2-methoxybenzamide. Reactants: C(C)(=O)NC1=CC=C(CNC2=NNC(=C2C#N)N=CN(C)C)C=C1 (3-(4-acetylamino-benzylamino)-4-cyano-5-(dimethylamino-methyleneamino)-pyrazole), Cl.ClC=1C=C(N)C=CC1 (3-chloro-aniline hydrochloride). The solvent is CO (methanol). Conditions: temperature 20 celsius. Yields the product C(C)(=O)NC1=CC=C(CNC2=NNC3=NC=NC(=C32)NC3=CC(=CC=C3)Cl)C=C1 (3-(4-Acetylamino-benzylamino)-4-(3-chloro-phenylamino)-1H-pyrazolo[3,4-d]-pyrimidine). As a reaction SMILES: [C:1]([NH:4][C:5]1[CH:24]=[CH:23][C:8]([CH2:9][NH:10][C:11]2[C:15]([C:16]#[N:17])=[C:14]([N:18]=[CH:19][N:20](C)C)[NH:13][N:12]=2)=[CH:7][CH:6]=1)(=[O:3])[CH3:2].Cl.[Cl:26][C:27]1[CH:28]=[C:29]([CH:31]=[CH:32][CH:33]=1)N>CO>[C:1]([NH:4][C:5]1[CH:6]=[CH:7][C:8]([CH2:9][NH:10][C:11]2[C:15]3[C:14](=[N:18][CH:19]=[N:20][C:16]=3[NH:17][C:32]3[CH:31]=[CH:29][CH:28]=[C:27]([Cl:26])[CH:33]=3)[NH:13][N:12]=2)=[CH:23][CH:24]=1)(=[O:3])[CH3:2] |f:1.2|. Reported procedure: A mixture of 0.34 g (1.04 mmol) of 3-(4-acetylamino-benzylamino)-4-cyano-5-(dimethylamino-methyleneamino)-pyrazole, 0.189 g (1.15 mmol) of 3-chloro-aniline hydrochloride and 4 ml of methanol is heated under reflux for 20 hours. Cooling to approx. 20° C., filtering and washing the filter residue with diethyl ether yields the title compound; m.p. >260° C.; TLC-Rf =0.34 (toluene/isopropanol/conc. ammonia [70:29:1]). The solvent is CO (methanol). Conditions: time 3 day. RXN SMILES: C([O:5][C:6](=O)[C:7]([C:10]1[CH:15]=[CH:14][C:13]([Br:16])=[CH:12][N:11]=1)([F:9])[F:8])(C)(C)C.[NH3:18]>CO>[Br:16][C:13]1[CH:14]=[CH:15][C:10]([C:7]([F:9])([F:8])[C:6]([NH2:18])=[O:5])=[N:11][CH:12]=1. The product is BrC=1C=CC(=NC1)C(C(=O)N)(F)F (2-(5-bromopyridin-2-yl)-2,2-difluoroacetamide). Reactants: C(C)(C)(C)OC(C(F)(F)C1=NC=C(C=C1)Br)=O (tert-Butyl-2-(5-bromopyridin-2-yl)-2,2-difluoroacetate), N (ammonia). Reported procedure: tert-Butyl-2-(5-bromopyridin-2-yl)-2,2-difluoroacetate (300 mg, 0.974 mmol) is dissolved in 7M ammonia in methanol (5 mL) and the mixture is stirred at ambient temperature for 3 days. The mixture is evaporated to dryness to give the title (240 mg). 1H-NMR (400 MHz, DMSO-d6) 7.70 (d, 1H), 8.05 (bs, 1H), 8.3 (d, 1H), 8.40 (bs, 1H), 8.85 (s, 1H). m/z (Cl) 251+253 (M+H). Starting materials: BrBr (bromine), [Br-].[K+] (potassium bromide), C(C1=CC=CC=C1)C1=CC(=NC=C1)OC (4-benzyl-2-methoxypyridine), [OH-].[K+] (potassium hydroxide), [Br-].[K+] (potassium bromide), S(=O)([O-])[O-].[Na+].[Na+] (sodium sulfite). Reagents/catalysts: [Cl-].C(C)[N+](CC)(CC)CC (tetraethylammonium chloride). Run in O (water), O (water). Product: C(C1=CC=CC=C1)C1=CC(=NC=C1Br)OC (4-Benzyl-5-bromo-2-methoxypyridine). As a reaction SMILES: [Br:1]Br.[Br-].[K+].[CH2:5]([C:12]1[CH:17]=[CH:16][N:15]=[C:14]([O:18][CH3:19])[CH:13]=1)[C:6]1[CH:11]=[CH:10][CH:9]=[CH:8][CH:7]=1.[OH-].[K+].S([O-])([O-])=O.[Na+].[Na+]>[Cl-].C([N+](CC)(CC)CC)C.O>[CH2:5]([C:12]1[C:17]([Br:1])=[CH:16][N:15]=[C:14]([O:18][CH3:19])[CH:13]=1)[C:6]1[CH:7]=[CH:8][CH:9]=[CH:10][CH:11]=1 |f:1.2,4.5,6.7.8,9.10|. Procedure details: A mixed solution of 22 ml of bromine, 90 g of potassium bromide and 500 ml of water was added dropwise into a mixture of 73 g of 4-benzyl-2-methoxypyridine, 28 g of potassium hydroxide, 1.7 g of tetraethylammonium chloride, 90 g of potassium bromide and 500 ml of water under stirring in an ice bath. After stirring overnight, sodium sulfite was added thereto and the mixture was extracted with ethyl acetate. The extract was washed with brine, dried over anhydrous magnesium sulfate and the solvent ...